This data is from the Open Reaction Database (ORD), a public repository of structured organic reaction records. The task is: describe an organic reaction: reactants, conditions, products, and yield Reactants: OC1=CC=C2CCCC(C2=C1)=O (7-hydroxy-3,4-dihydro-2H-naphthalen-1-one), C([O-])([O-])=O.[K+].[K+] (potassium carbonate), BrC1=CC=CC=C1 (bromobenzene). Reagents/catalysts: [Cu]=O (copper(II) oxide). Solvent: N1=CC=CC=C1 (pyridine). Run at temperature 40 celsius. Yields the product O(C1=CC=CC=C1)C1=CC=C2CCCC(C2=C1)=O (7-phenoxy-3,4-dihydro-2H-naphthalen-1-one). The yield is 78.6%. Reaction SMILES: C(=O)([O-])[O-].[K+].[K+].[OH:7][C:8]1[CH:17]=[C:16]2[C:11]([CH2:12][CH2:13][CH2:14][C:15]2=[O:18])=[CH:10][CH:9]=1.Br[C:20]1[CH:25]=[CH:24][CH:23]=[CH:22][CH:21]=1>N1C=CC=CC=1.[Cu]=O>[O:7]([C:8]1[CH:17]=[C:16]2[C:11]([CH2:12][CH2:13][CH2:14][C:15]2=[O:18])=[CH:10][CH:9]=1)[C:20]1[CH:25]=[CH:24][CH:23]=[CH:22][CH:21]=1 |f:0.1.2|. Procedure: A suspension of 60.8 g potassium carbonate in 300 ml of dry pyridine was treated with 35.7 g 7-hydroxy-3,4-dihydro-2H-naphthalen-1-one, and the mixture was heated to 40° C. Thereafter, 19.9 g copper(II) oxide was added thereto with stirring, followed by the drop-wise addition of 39.6 g bromobenzene. The reaction mixture was heated for 4 days under reflux. After evaporating the pyridine completely under vacuum, the residue was stirred with 200 ml ethyl acetate and was filtered through silica gel.... The reactants are Cl.ClCCCN1CCN(CC1)C1=C(C=CC=C1)OC (1-chloro-3-[4-(2-methoxyphenyl)-1-piperazinyl]propane hydrochloride), O (water), ClC1=C(C=CC=C1)C1=NCC(NC2=C1C=C(C=C2)Cl)=S (1,3-dihydro-5-(2-chlorophenyl)-7-chloro-2H-1,4-benzodiazepine-2-thione), [H-].[Na+] (sodium hydride). Run in CN(C=O)C (dimethylformamide), CN(C=O)C (dimethylformamide). Reaction conditions: temperature 30 celsius, time 1 hour. Product: COC1=C(C=CC=C1)N1CCN(CC1)CCCSC1=NC2=C(C(=NC1)C1=C(C=CC=C1)Cl)C=C(C=C2)Cl (2-[3-[4-(2-methoxyphenyl)-1-piperazinyl]propylthio]-5-(2-chlorophenyl)-7-chloro-3H-1,4-benzodiazepine). Reaction SMILES: [Cl:1][C:2]1[CH:7]=[CH:6][CH:5]=[CH:4][C:3]=1[C:8]1[C:14]2[CH:15]=[C:16]([Cl:19])[CH:17]=[CH:18][C:13]=2[NH:12][C:11](=[S:20])[CH2:10][N:9]=1.[H-].[Na+].Cl.Cl[CH2:25][CH2:26][CH2:27][N:28]1[CH2:33][CH2:32][N:31]([C:34]2[CH:39]=[CH:38][CH:37]=[CH:36][C:35]=2[O:40][CH3:41])[CH2:30][CH2:29]1.O>CN(C)C=O>[CH3:41][O:40][C:35]1[CH:36]=[CH:37][CH:38]=[CH:39][C:34]=1[N:31]1[CH2:30][CH2:29][N:28]([CH2:27][CH2:26][CH2:25][S:20][C:11]2[CH2:10][N:9]=[C:8]([C:3]3[CH:4]=[CH:5][CH:6]=[CH:7][C:2]=3[Cl:1])[C:14]3[CH:15]=[C:16]([Cl:19])[CH:17]=[CH:18][C:13]=3[N:12]=2)[CH2:33][CH2:32]1 |f:1.2,3.4|. Reported procedure: To a solution of 11.5 g of 1,3-dihydro-5-(2-chlorophenyl)-7-chloro-2H-1,4-benzodiazepine-2-thione in 100 ml of anhydrous dimethylformamide is added under ice cooling with stirring 2.1 g of sodium hydride (50% oily suspension), and the resulting mixture is stirred at 30° C. for 1 hour. To the mixture is added dropwise a solution of 12.5 g of 1-chloro-3-[4-(2-methoxyphenyl)-1-piperazinyl]propane hydrochloride in 50 ml of dimethylformamide over a period of 15 minutes, and the resulting mixture is s... Starting materials: N1CCC(CC1)CCCN1C(=NC=C1)N (1-[3(4-piperidinyl)propyl]-1H-imidazole-2-amine), COC(N(C)C)OC (dimethylformamide dimethylacetal). Reaction conditions: temperature 100 celsius. Yields the product COC(N1CCC(CC1)CCCN1C(=NC=C1)N=CN(C)C)OC (4-[3-(2[[[dimethylamino)methylene]amino]-1H-imidazol-1-yl]propyl]-1-piperidinecarboxaldehyde dimethylacetal). As a reaction SMILES: [NH:1]1[CH2:6][CH2:5][CH:4]([CH2:7][CH2:8][CH2:9][N:10]2[CH:14]=[CH:13][N:12]=[C:11]2[NH2:15])[CH2:3][CH2:2]1.[CH3:16][O:17][CH:18]([O:22][CH3:23])N(C)C>>[CH3:23][O:22][CH:18]([O:17][CH3:16])[N:1]1[CH2:6][CH2:5][CH:4]([CH2:7][CH2:8][CH2:9][N:10]2[CH:14]=[CH:13][N:12]=[C:11]2[N:15]=[CH:9][N:10]([CH3:14])[CH3:11])[CH2:3][CH2:2]1. Procedure details: A mixture of 1-[3(4-piperidinyl)propyl]-1H-imidazole-2-amine (0.5 g, 0.0024M) and dimethylformamide dimethylacetal (7 ml) was heated at 100° C. for 10 hrs. The reaction was then stripped to dryness to give 4-[3-(2[[[dimethylamino)methylene]amino]-1H-imidazol-1-yl]propyl]-1-piperidinecarboxaldehyde dimethylacetal. The solution of the piperidinecarboxaldehyde dimethylacetal in chloroform (4 ml) was added to the mixture of 6-aminopenicillanic acid (0.46 g, 0.0216M) and diisopropylethylamine (0.37 m... Reactants: CN(C)S(=O)(=O)N(C)S(=O)(=O)NC(=O)Oc1ccccc1, CC1=NNC(c2cccs2)C1, c1ccccc1. Product: CC1=NN(C(=O)NS(=O)(=O)N(C)S(=O)(=O)N(C)C)C(c2cccs2)C1. RXN SMILES: [CH3:1][N:2]([S:3](=[O:4])(=[O:5])[N:6]([CH3:7])[S:8](=[O:9])(=[O:10])[NH:11][C:12]([O:13][c:14]1[cH:15][cH:16][cH:17][cH:18][cH:19]1)=[O:20])[CH3:21].[CH3:22][C:23]1=[N:24][NH:25][CH:26]([c:28]2[s:29][cH:30][cH:31][cH:32]2)[CH2:27]1.[cH:33]1[cH:34][cH:35][cH:36][cH:37][cH:38]1>>[CH3:1][N:2]([S:3](=[O:4])(=[O:5])[N:6]([CH3:7])[S:8](=[O:9])(=[O:10])[NH:11][C:12](=[O:20])[N:25]1[N:24]=[C:23]([CH3:22])[CH2:27][CH:26]1[c:28]1[s:29][cH:30][cH:31][cH:32]1)[CH3:21]. Reactants: CC(C)CC(N)C(=O)OC(C)(C)C, CCCCc1cc(Cl)nc(-n2cnc(-c3ccc(OC(F)(F)F)cc3)c2)n1, CS(C)=O, CCN(C(C)C)C(C)C, Cl. Yields the product CCCCc1cc(NC(CC(C)C)C(=O)OC(C)(C)C)nc(-n2cnc(-c3ccc(OC(F)(F)F)cc3)c2)n1. As a reaction SMILES: [C:2]([CH3:3])([CH3:4])([CH3:5])[O:6][C:7]([CH:8]([NH2:9])[CH2:10][CH:11]([CH3:12])[CH3:13])=[O:14].[CH2:24]([CH2:25][CH2:26][CH3:27])[c:28]1[n:29][c:30](-[n:35]2[cH:36][n:37][c:38](-[c:40]3[cH:41][cH:42][c:43]([O:46][C:47]([F:48])([F:49])[F:50])[cH:44][cH:45]3)[cH:39]2)[n:31][c:32]([Cl:34])[cH:33]1.[CH3:51][S:52]([CH3:53])=[O:54].[CH:15]([N:16]([CH:17]([CH3:18])[CH3:19])[CH2:20][CH3:21])([CH3:22])[CH3:23].[ClH:1]>>[C:2]([CH3:3])([CH3:4])([CH3:5])[O:6][C:7]([CH:8]([NH:9][c:32]1[n:31][c:30](-[n:35]2[cH:36][n:37][c:38](-[c:40]3[cH:41][cH:42][c:43]([O:46][C:47]([F:48])([F:49])[F:50])[cH:44][cH:45]3)[cH:39]2)[n:29][c:28]([CH2:24][CH2:25][CH2:26][CH3:27])[cH:33]1)[CH2:10][CH:11]([CH3:12])[CH3:13])=[O:14]. Reactants: C(C)C(CC)N1CCC=2C(=NC=3C(=CC=CC3C21)I)C (1-(1-Ethylpropyl)-6-iodo-4-methyl-2,3-dihydro-1H-pyrrolo[3,2-c]quinoline), C1(=C(C(=CC(=C1)C)C)OB(O)O)C (mesitylboric acid), O.O.O.O.O.O.O.O.[OH-].[Ba+2].[OH-] (barium hydroxide octahydrate), C(OC)COC (dimethoxyethane). The reagents and catalysts are C=1C=CC(=CC1)[P](C=2C=CC=CC2)(C=3C=CC=CC3)[Pd]([P](C=4C=CC=CC4)(C=5C=CC=CC5)C=6C=CC=CC6)([P](C=7C=CC=CC7)(C=8C=CC=CC8)C=9C=CC=CC9)[P](C=1C=CC=CC1)(C=1C=CC=CC1)C=1C=CC=CC1 (tetrakistriphenylphosphinepalladium). The solvent is O (Water), O (water). Run at temperature 80 celsius, time 2 day. Yields the product C(C)C(CC)N1CCC=2C(=NC=3C(=CC=CC3C21)C2=C(C=C(C=C2C)C)C)C (1-(1-Ethylpropyl)-6-mesityl-4-methyl-2,3-dihydro-1H-pyrrolo[3,2-c]quinoline). The yield is 15.2%. As a reaction SMILES: [CH2:1]([CH:3]([N:6]1[C:18]2[C:17]3[CH:16]=[CH:15][CH:14]=[C:13](I)[C:12]=3[N:11]=[C:10]([CH3:20])[C:9]=2[CH2:8][CH2:7]1)[CH2:4][CH3:5])[CH3:2].[C:21]1([CH3:33])[CH:26]=[C:25]([CH3:27])[CH:24]=[C:23]([CH3:28])[C:22]=1OB(O)O.O.O.O.O.O.O.O.O.[OH-].[Ba+2].[OH-].C(COC)OC>C1C=CC([P]([Pd]([P](C2C=CC=CC=2)(C2C=CC=CC=2)C2C=CC=CC=2)([P](C2C=CC=CC=2)(C2C=CC=CC=2)C2C=CC=CC=2)[P](C2C=CC=CC=2)(C2C=CC=CC=2)C2C=CC=CC=2)(C2C=CC=CC=2)C2C=CC=CC=2)=CC=1.O>[CH2:1]([CH:3]([N:6]1[C:18]2[C:17]3[CH:16]=[CH:15][CH:14]=[C:13]([C:22]4[C:23]([CH3:28])=[CH:24][C:25]([CH3:27])=[CH:26][C:21]=4[CH3:33])[C:12]=3[N:11]=[C:10]([CH3:20])[C:9]=2[CH2:8][CH2:7]1)[CH2:4][CH3:5])[CH3:2] |f:2.3.4.5.6.7.8.9.10.11.12,^1:54,56,75,94|. Reported procedure: 1-(1-Ethylpropyl)-6-iodo-4-methyl-2,3-dihydro-1H-pyrrolo[3,2-c]quinoline (200 mg, 0.526 mmol), mesitylboric acid (95 mg, 0.579 mmol), barium hydroxide octahydrate (249 mg, 0.782 mmol) and tetrakistriphenylphosphinepalladium (12 mg, 0.01 mmol) were suspended into a mixture of dimethoxyethane (6 mL) and water (1 mL), followed by stirring at 80° C. for two days in nitrogen atmosphere. Water was added to the reaction mixture, followed by extracting with ethyl acetate. The organic layer was washed wi... The reactants are C1(CCCC1)N1C=CC=2C1=CN=NC2N (1-cyclopentyl-1H-pyrrolo[2,3-d]pyridazin-4-amine), BrBr (bromine), [OH-].[Na+] (sodium hydroxide), O (water), BrBr (bromine). Solvent: ClCCl (dichloromethane), ClCCl (dichloromethane), ClCCl (dichloromethane). Run at time 1 hour. The product is BrC1=CN(C2=CN=NC(=C21)N)C2CCCC2 (3-bromo-1-cyclopentyl-1H-pyrrolo[2,3-d]pyridazin-4-amine). Isolated yield 34.0%. Reaction SMILES: [CH:1]1([N:6]2[C:10]3=[CH:11][N:12]=[N:13][C:14]([NH2:15])=[C:9]3[CH:8]=[CH:7]2)[CH2:5][CH2:4][CH2:3][CH2:2]1.[Br:16]Br.[OH-].[Na+].O>ClCCl>[Br:16][C:8]1[C:9]2[C:10](=[CH:11][N:12]=[N:13][C:14]=2[NH2:15])[N:6]([CH:1]2[CH2:2][CH2:3][CH2:4][CH2:5]2)[CH:7]=1 |f:2.3|. Procedure: A mixture of 1-cyclopentyl-1H-pyrrolo[2,3-d]pyridazin-4-amine (0.595 mg, approx. 60% pure, 1.76 mmol) in dichloromethane (100 mL) was treated with a solution of dichloromethane (5 mL) containing bromine (0.5 g, 2.95 mmol) over the course of 1.25 hours. The mixture was stirred an additional one hour then another portion of dichloromethane (3 mL) containing bromine (0.3 g) was added. The mixture was stirred for 2.5 hours then treated with 5 mL 5N aqueous sodium hydroxide and 25 mL water. The layer...